This data is from the Open Reaction Database (ORD), a public repository of structured organic reaction records. The task is: describe an organic reaction: reactants, conditions, products, and yield Starting materials: methyl ester, Cl.COC([C@@H](N)CC1=CC(=C(C=C1)Cl)Br)=O (3-bromo-4-chloro-L-phenylalanine methyl ester hydrochloride), ClC1=CC(=C(C(=O)O)C=C1Cl)NS(=O)(=O)C=1C=2N=CC=NC2C=CC1 (4,5-dichloro-2-(quinoxaline-5-sulfonylamino)-benzoic acid), N1=CC=NC=2C(=CC=CC12)S(=O)(=O)Cl (quinoxaline-5-sulfonyl chloride). The product is BrC=1C=C(C=CC1Cl)C[C@@H](C(=O)O)NC(C1=C(C=C(C(=C1)Cl)Cl)NS(=O)(=O)C=1C=2N=CC=NC2C=CC1)=O ((S)-3-(3-Bromo-4-chloro-phenyl)-2-[4,5-dichloro-2-(quinoxaline-5-sulfonylamino)-benzoylamino]-propionic acid). As a reaction SMILES: Cl.C[O:3][C:4](=[O:16])[C@H:5]([CH2:7][C:8]1[CH:13]=[CH:12][C:11]([Cl:14])=[C:10]([Br:15])[CH:9]=1)[NH2:6].[Cl:17][C:18]1[C:26]([Cl:27])=[CH:25][C:21]([C:22](O)=[O:23])=[C:20]([NH:28][S:29]([C:32]2[C:33]3[N:34]=[CH:35][CH:36]=[N:37][C:38]=3[CH:39]=[CH:40][CH:41]=2)(=[O:31])=[O:30])[CH:19]=1.N1C2C=CC=C(S(Cl)(=O)=O)C=2N=CC=1>>[Br:15][C:10]1[CH:9]=[C:8]([CH2:7][C@H:5]([NH:6][C:22](=[O:23])[C:21]2[CH:25]=[C:26]([Cl:27])[C:18]([Cl:17])=[CH:19][C:20]=2[NH:28][S:29]([C:32]2[C:33]3[N:34]=[CH:35][CH:36]=[N:37][C:38]=3[CH:39]=[CH:40][CH:41]=2)(=[O:31])=[O:30])[C:4]([OH:3])=[O:16])[CH:13]=[CH:12][C:11]=1[Cl:14] |f:0.1|. Procedure: (S)-3-(3-Bromo-4-chloro-phenyl)-2-[4,5-dichloro-2-(quinoxaline-5-sulfonylamino)-benzoylamino]-propionic acid was prepared from 3-bromo-4-chloro-L-phenylalanine methyl ester hydrochloride and 4,5-dichloro-2-(quinoxaline-5-sulfonylamino)-benzoic acid (prepared from quinoxaline-5-sulfonyl chloride as in EXAMPLE 14, Part A) as in Example 1, Part C. Hydrolysis of the methyl ester as in EXAMPLE 2, Part E, provided the title compound. HPLC: RT=10.21 min. MS (ESI−): mass calcd. for C24H16BrCl3N4O5S, 658...